This data is from the Open Reaction Database (ORD), a public repository of structured organic reaction records. The task is: describe an organic reaction: reactants, conditions, products, and yield Starting materials: c1(C(OO)(C)C)ccccc1, C1C(C1)(c1[nH]c2nc(ccc2n1)N1C[C@@H](CCC1)C(=O)N1CCCC1)n1cc(cn1)Cl. The reagents and catalysts are c1ccc(cc1)-c2c3ccccc3cc4ccccc24 (9-Phenylanthracene), C1=CN=CN1   (Imdazole). Solvent: CC#N  (MeCN), C(CCl)Cl (DCE). Run at temperature 25 celsius, time 18 hour. Yields the product Oc1cc(nc2[nH]c(nc12)C3(CC3)n4cc(Cl)cn4)N5CCC[C@H](C5)C(=O)N6CCCC6. As a reaction SMILES: CC(c1ccccc1)(O[OH:1])C.[Cl:2][c:3]1[cH:7][n:6]([C:8]2([c:11]3[nH:19][c:18]([c:13]4[n:12]3)[n:17][c:16]([N:20]5[CH2:25][C@H:24]([C:26]([N:28]6[CH2:32][CH2:31][CH2:30][CH2:29]6)=[O:27])[CH2:23][CH2:22][CH2:21]5)[cH:15][cH:14]4)[CH2:10][CH2:9]2)[n:5][cH:4]1>>[OH:1][c:14]1[c:13]([c:18]2[n:17][c:16]([N:20]3[CH2:25][C@H:24]([C:26]([N:28]4[CH2:32][CH2:31][CH2:30][CH2:29]4)=[O:27])[CH2:23][CH2:22][CH2:21]3)[cH:15]1)[n:12][c:11]([C:8]5([n:6]6[n:5][cH:4][c:3]([Cl:2])[cH:7]6)[CH2:10][CH2:9]5)[nH:19]2. Starting materials: COC(=O)c1cc(OCc2ccccc2)cc(OCc2ccccc2)c1, CO, Cl, [Na+], C1COCCO1, [OH-], O. Yields the product O=C(O)c1cc(OCc2ccccc2)cc(OCc2ccccc2)c1. Reaction SMILES: [CH3:1][O:2][C:3]([c:4]1[cH:5][c:6]([O:18][CH2:19][c:20]2[cH:21][cH:22][cH:23][cH:24][cH:25]2)[cH:7][c:8]([O:10][CH2:11][c:12]2[cH:13][cH:14][cH:15][cH:16][cH:17]2)[cH:9]1)=[O:26].[CH3:30][OH:31].[ClH:29].[Na+:28].[O:32]1[CH2:33][CH2:34][O:35][CH2:36][CH2:37]1.[OH-:27].[OH2:38]>>[O:2]=[C:3]([c:4]1[cH:5][c:6]([O:18][CH2:19][c:20]2[cH:21][cH:22][cH:23][cH:24][cH:25]2)[cH:7][c:8]([O:10][CH2:11][c:12]2[cH:13][cH:14][cH:15][cH:16][cH:17]2)[cH:9]1)[OH:26].